This data is from the Open Reaction Database (ORD), a public repository of structured organic reaction records. The task is: describe an organic reaction: reactants, conditions, products, and yield Starting materials: OC1=CC=NN1C1=NC=CC(=C1)C#N (2-(5-hydroxy-1H-pyrazol-1-yl)pyridine-4-carbonitrile), CC1(OC2=C(C1)C=CC=C2CO)C ((2,2-dimethyl-3H-1-benzofuran-7-yl)methanol). Yields the product CC1(OC2=C(C1)C=CC=C2COC2=CC=NN2C2=NC=CC(=C2)C#N)C (2-[5-[(2,2-dimethyl-3H-1-benzofuran-7-yl)methoxy]pyrazol-1-yl]pyridine-4-carbonitrile). Reaction SMILES: [OH:1][C:2]1[N:6]([C:7]2[CH:12]=[C:11]([C:13]#[N:14])[CH:10]=[CH:9][N:8]=2)[N:5]=[CH:4][CH:3]=1.[CH3:15][C:16]1([CH3:27])[CH2:20][C:19]2[CH:21]=[CH:22][CH:23]=[C:24]([CH2:25]O)[C:18]=2[O:17]1>>[CH3:15][C:16]1([CH3:27])[CH2:20][C:19]2[CH:21]=[CH:22][CH:23]=[C:24]([CH2:25][O:1][C:2]3[N:6]([C:7]4[CH:12]=[C:11]([C:13]#[N:14])[CH:10]=[CH:9][N:8]=4)[N:5]=[CH:4][CH:3]=3)[C:18]=2[O:17]1. Reported procedure: The title compound was prepared from 2-(5-hydroxy-1H-pyrazol-1-yl)pyridine-4-carbonitrile and (2,2-dimethyl-3H-1-benzofuran-7-yl)methanol according to the procedure for the preparation of Example 39, part C. 1H NMR (400 MHz, CDCl3): δ 1.48 (6H, s), 3.03 (2H, s), 5.21 (2H, s), 5.83 (1H, d, J=2.0 Hz), 6.83 (1H, q, J=8.0 Hz), 7.13 (1H, d, J=7.2 Hz), 7.18 (1H, d, J=8.0 Hz), 7.37 (1H, dd, J=0.8 Hz, 4.8 Hz), 7.56 (1H, d, J=1.6 Hz), 8.07 (1H, s), 8.70 (1H, d, J=4.8 Hz). [M+H] Calc'd for C20H18N4O2, 347... Reactants: COCCOc1cc2ncnc(Cl)c2cc1OC, [H-], [Na+], O=C1Cc2cc(C(=O)CN3CCOCC3)ccc2N1, CN(C)C=O. Yields the product Cl, COCCOc1cc2ncnc(C3C(=O)Nc4ccc(C(=O)CN5CCOCC5)cc43)c2cc1OC. Reaction SMILES: [Cl:22][c:23]1[n:24][cH:25][n:26][c:27]2[cH:28][c:29]([O:35][CH2:36][CH2:37][O:38][CH3:39])[c:30]([O:33][CH3:34])[cH:31][c:32]12.[H-:1].[Na+:2].[O:3]1[CH2:4][CH2:5][N:6]([CH2:9][C:10](=[O:11])[c:12]2[cH:13][c:14]3[c:18]([cH:19][cH:20]2)[NH:17][C:16](=[O:21])[CH2:15]3)[CH2:7][CH2:8]1.[O:40]=[CH:41][N:42]([CH3:43])[CH3:44]>>[ClH:22].[O:3]1[CH2:4][CH2:5][N:6]([CH2:9][C:10](=[O:11])[c:12]2[cH:13][c:14]3[c:18]([cH:19][cH:20]2)[NH:17][C:16](=[O:21])[CH:15]3[c:23]2[n:24][cH:25][n:26][c:27]3[cH:28][c:29]([O:35][CH2:36][CH2:37][O:38][CH3:39])[c:30]([O:33][CH3:34])[cH:31][c:32]23)[CH2:7][CH2:8]1. Starting materials: N (ammonia), C(#N)C1=CC(=C(C=C1)C1C(=C(NC2=CC(=NC(=C12)OCC)C)C)C(=O)O)OC (4-(4-Cyano-2-methoxyphenyl)-5-ethoxy-2,7-dimethyl-1,4-dihydro-1,6-naphthyridine-3-carboxylic acid), C(C)(=O)OCC (ethyl acetate), C(=O)(N1C=NC=C1)N1C=NC=C1 (1,1′-carbonyldiimidazole). Solvent: ClCCl.CO (dichloromethane methanol), C1CCCCC1.C(C)(=O)OCC (cyclohexane ethyl acetate). Conditions: time 8 hour. Product: C(#N)C1=CC(=C(C=C1)C1C(=C(NC2=CC(=NC(=C12)OCC)C)C)C(=O)N)OC (4-(4-Cyano-2-methoxyphenyl)-5-ethoxy-2,7-dimethyl-1,4-dihydro-1,6-naphthyridine-3-carboxamide). As a reaction SMILES: [C:1]([C:3]1[CH:8]=[CH:7][C:6]([CH:9]2[C:18]3[C:13](=[CH:14][C:15]([CH3:22])=[N:16][C:17]=3[O:19][CH2:20][CH3:21])[NH:12][C:11]([CH3:23])=[C:10]2[C:24]([OH:26])=O)=[C:5]([O:27][CH3:28])[CH:4]=1)#[N:2].C(OCC)(=O)C.C(N1C=CN=C1)([N:37]1C=CN=C1)=O.N>ClCCl.CO.C1CCCCC1.C(OCC)(=O)C>[C:1]([C:3]1[CH:8]=[CH:7][C:6]([CH:9]2[C:18]3[C:13](=[CH:14][C:15]([CH3:22])=[N:16][C:17]=3[O:19][CH2:20][CH3:21])[NH:12][C:11]([CH3:23])=[C:10]2[C:24]([NH2:37])=[O:26])=[C:5]([O:27][CH3:28])[CH:4]=1)#[N:2] |f:4.5,6.7|. Reported procedure: 640 mg (1.69 mmol) of the compound from Example 27A are introduced into 30 ml of ethyl acetate and, after addition of 342 mg (2.11 mmol) of 1,1′-carbonyldiimidazole, stirred at room temperature overnight. A TLC check (silica gel; mobile phase: cyclohexane/ethyl acetate 1:1 or dichloromethane/methanol 9:1) shows complete conversion. The volatile components are removed in a rotary evaporator, and the residue is taken up in 20 ml of DMF. Then 2.36 ml of ammonia (28% by weight solution in water, 16....